Dataset: the Open Reaction Database (ORD), a public repository of structured organic reaction records. Task: describe an organic reaction: reactants, conditions, products, and yield The reactants are N (NH3), CC(C)O (2-propanol), CC1=NC(=NC(=N1)SC)C=1C(=NC=C(C1)CN1CCN(CC1)S(=O)(=O)C)NC=1C=2C=NN(C2C=CC1)C1OCCCC1 (N-(3-(4-methyl-6-(methylthio)-1,3,5-triazin-2-yl)-5-((4-(methylsulfonyl)piperazin-1-yl)methyl)pyridin-2-yl)-1-(tetrahydro-2H-pyran-2-yl)-1H-indazol-4-amine), C(=O)(C(F)(F)F)O (TFA). The solvent is C(Cl)Cl (DCM), C(Cl)Cl (DCM), C(Cl)Cl (DCM), CO (MeOH). Run at temperature 90 celsius, time 1 hour. Yields the product NC1=NC(=NC(=N1)C)C=1C(=NC=C(C1)CN1CCN(CC1)S(=O)(=O)C)NC=1C=2C=NNC2C=CC1 (N-(3-(4-amino-6-methyl-1,3,5-triazin-2-yl)-5-((4-(methylsulfonyl)piperazin-1-yl)methyl)pyridin-2-yl)-1H-indazol-4-amine). Yield: 22.9%. As a reaction SMILES: [NH3:1].CC(O)C.[CH3:6][C:7]1[N:12]=[C:11](SC)[N:10]=[C:9]([C:15]2[C:16]([NH:32][C:33]3[C:34]4[CH:35]=[N:36][N:37](C5CCCCO5)[C:38]=4[CH:39]=[CH:40][CH:41]=3)=[N:17][CH:18]=[C:19]([CH2:21][N:22]3[CH2:27][CH2:26][N:25]([S:28]([CH3:31])(=[O:30])=[O:29])[CH2:24][CH2:23]3)[CH:20]=2)[N:8]=1.C(O)(C(F)(F)F)=O>C(Cl)Cl.CO>[NH2:1][C:11]1[N:12]=[C:7]([CH3:6])[N:8]=[C:9]([C:15]2[C:16]([NH:32][C:33]3[C:34]4[CH:35]=[N:36][NH:37][C:38]=4[CH:39]=[CH:40][CH:41]=3)=[N:17][CH:18]=[C:19]([CH2:21][N:22]3[CH2:23][CH2:24][N:25]([S:28]([CH3:31])(=[O:29])=[O:30])[CH2:26][CH2:27]3)[CH:20]=2)[N:10]=1. Procedure: 2 M NH3 in 2-propanol (2.00 mL, 92 mmol) was added to N-(3-(4-methyl-6-(methylthio)-1,3,5-triazin-2-yl)-5-((4-(methylsulfonyl)piperazin-1-yl)methyl)pyridin-2-yl)-1-(tetrahydro-2H-pyran-2-yl)-1H-indazol-4-amine (97 mg, 0.159 mmol) and the mixture was sealed and heated at 90° C. overnight. After cooling, the precipitate was collected and dried to give a yellow solid which was dissolved in DCM (3.00 mL, 46.6 mmol) and then TFA (1.50 mL, 19.47 mmol) was slowly added. The mixture was stirred at rt fo... Reactants: C(C)(=O)OCC (Ethyl acetate), Formylamidine acetate, C(C)OC1=CC(=NN1)NC1=C(C=CC(=N1)N[C@@H](CO)C1=NC=C(C=C1)F)[N+](=O)[O-] ((2R)-2-({6-[(5-ethoxy-1H-pyrazol-3-yl)amino]-5-nitropyridin-2-yl}amino)-2-(5-fluoropyridin-2-yl)ethanol), C(C)OC1=CC(=NN1)NC1=C(C=CC(=N1)N[C@@H](CO)C1=NC=C(C=C1)F)[N+](=O)[O-] ((2R)-2-({6-[(5-ethoxy-1H-pyrazol-3-yl)amino]-5-nitropyridin-2-yl}amino)-2-(5-fluoropyridin-2-yl)ethanol), C(C)O (ethanol). Reagents/catalysts: [Pd] (Pd—C). The solvent is [Cl-].[Na+].O (brine). Product: C(C)OC1=CC(=NN1)N1C=NC=2C1=NC(=CC2)N[C@@H](CO)C2=NC=C(C=C2)F ((2R)-2-{[3-(5-Ethoxy-1H-pyrazol-3-yl)-3H-imidazo[4,5-b]pyridin-5-yl]amino}-2-(5-fluoropyridin-2-yl)ethanol). As a reaction SMILES: [CH2:1]([O:3][C:4]1[NH:8][N:7]=[C:6]([NH:9][C:10]2[N:15]=[C:14]([NH:16][C@H:17]([C:20]3[CH:25]=[CH:24][C:23]([F:26])=[CH:22][N:21]=3)[CH2:18][OH:19])[CH:13]=[CH:12][C:11]=2[N+:27]([O-])=O)[CH:5]=1)[CH3:2].[CH2:30](O)C.C(OCC)(=O)C>[Cl-].[Na+].O.[Pd]>[CH2:1]([O:3][C:4]1[NH:8][N:7]=[C:6]([N:9]2[C:10]3=[N:15][C:14]([NH:16][C@H:17]([C:20]4[CH:25]=[CH:24][C:23]([F:26])=[CH:22][N:21]=4)[CH2:18][OH:19])=[CH:13][CH:12]=[C:11]3[N:27]=[CH:30]2)[CH:5]=1)[CH3:2] |f:3.4.5|. Procedure: (2R)-2-({6-[(5-ethoxy-1H-pyrazol-3-yl)amino]-5-nitropyridin-2-yl}amino)-2-(5-fluoropyridin-2-yl)ethanol (Intermediate 27, 0.2 g) was dissolved into ethanol (20 mL) with Pd—C (50 mg) and a hydrogen inlet. The mixture was stirred at room temperature until no starting material was detected with TLC or LCMS. Formylamidine acetate (0.5 g) was added to the filtrate after the filtration of resulting mixture. The mixture was stirred at 85° C. for 4 hours. Ethyl acetate (40 mL) was added into the resulti... Starting materials: C(C=CC1=CC=CC=C1)Br (cinnamyl bromide), 8g, ClC1=CC=C(C=C1)C1=CC=C(C=C1)C(C)N1CCNCC1 (1[1-(4'-chloro[1,1']biphenyl-4-yl)ethyl]piperazine), C([O-])(O)=O.[Na+] (sodium bicarbonate). Solvent: C(C)O (ethanol). The product is Cl.Cl.C(C=CC1=CC=CC=C1)N1CCN(CC1)C(C)C1=CC=C(C=C1)C1=CC=C(C=C1)Cl (1-Cinnamyl-4-[1-(4'-chloro[1,1']biphenyl-4-yl)ethyl]piperazine dihydrochloride). Reaction SMILES: [Cl:1][C:2]1[CH:7]=[CH:6][C:5]([C:8]2[CH:13]=[CH:12][C:11]([CH:14]([N:16]3[CH2:21][CH2:20][NH:19][CH2:18][CH2:17]3)[CH3:15])=[CH:10][CH:9]=2)=[CH:4][CH:3]=1.C(=O)(O)[O-].[Na+].[CH2:27](Br)[CH:28]=[CH:29][C:30]1[CH:35]=[CH:34][CH:33]=[CH:32][CH:31]=1>C(O)C>[ClH:1].[ClH:1].[CH2:27]([N:19]1[CH2:18][CH2:17][N:16]([CH:14]([C:11]2[CH:10]=[CH:9][C:8]([C:5]3[CH:6]=[CH:7][C:2]([Cl:1])=[CH:3][CH:4]=3)=[CH:13][CH:12]=2)[CH3:15])[CH2:21][CH2:20]1)[CH:28]=[CH:29][C:30]1[CH:35]=[CH:34][CH:33]=[CH:32][CH:31]=1 |f:1.2,5.6.7|. Procedure details: To a stirred mixture of 8g of 1[1-(4'-chloro[1,1']biphenyl-4-yl)ethyl]piperazine, 2.7g of sodium bicarbonate in 75 ml of absolute ethanol, add in a dropwise fashion 5.25g of cinnamyl bromide. Reflux the reaction mixture for 6 hours, concentrate in vacuo, and treat with 50 ml of 10% hydrochloric acid solution. Filter the dihydrochloride and recrystallize from 80% ethanol, m.p. 273°-275°. The free base has a melting point of 108°-109° after recrystallization from acetonitrile. Reactants: BrC1=CC2=C(NC(N2)=O)C=C1OC1=C(C=C(C=C1)F)F (5-bromo-6-(2,4-difluorophenoxy)-1,3-dihydro-2H-benzimidazol-2-one), [H-].[Na+] (sodium hydride), CN(C=O)C (N,N-dimethylformamide), CI (methyl iodide). The solvent is O (water). Run at temperature 20 celsius, time 30 minute. Product: BrC1=CC2=C(N(C(N2C)=O)C)C=C1OC1=C(C=C(C=C1)F)F (5-Bromo-6-(2,4-difluorophenoxy)-1,3-dimethyl-1,3-dihydro-2H-benzimidazol-2-one). Yield: 94.0%. As a reaction SMILES: [Br:1][C:2]1[C:11]([O:12][C:13]2[CH:18]=[CH:17][C:16]([F:19])=[CH:15][C:14]=2[F:20])=[CH:10]C2N[C:7](=O)[NH:8][C:4]=2[CH:3]=1.[H-].[Na+].CI.[CH3:25][N:26]([CH3:29])[CH:27]=[O:28]>O>[Br:1][C:2]1[C:11]([O:12][C:13]2[CH:18]=[CH:17][C:16]([F:19])=[CH:15][C:14]=2[F:20])=[CH:10][C:25]2[N:26]([CH3:29])[C:27](=[O:28])[N:8]([CH3:7])[C:4]=2[CH:3]=1 |f:1.2|. Procedure details: A solution of 5-bromo-6-(2,4-difluorophenoxy)-1,3-dihydro-2H-benzimidazol-2-one (0.106 g, 0.311 mmol) in N,N-dimethylformamide (2.2 mL) was treated with sodium hydride (0.0273 g, 0.684 mmol) and stirred at 20° C. for 30 min. The reaction mixture was treated with methyl iodide (0.0426 mL, 0.684 mmol) and stirred 20° C. for 30 min. The reaction mixture was diluted with water which resulted in the formation of a precipitate. The solid was filtered and washed with water to give the desired product (... Reactants: [OH-].[Na+] (sodium hydroxide), O.Cl.Cl.O1CCN(CC1)CCNCC1(CCC1)C1=CC(=C(C=C1)Cl)Cl (N-(2-morpholinoethyl)-[1-(3,4-dichlorophenyl)cyclobutyl]methylamine dihydrochloride monohydrate), free base, C=O (formaldehyde). The solvent is C(=O)O (formic acid). Product: Cl.Cl.CN(CCN1CCOCC1)CC1(CCC1)C1=CC(=C(C=C1)Cl)Cl (N-methyl-N-(2-morpholinoethyl)-[1-(3,4-dichlorophenyl)cyclobutyl]methylamine dihydrochloride). RXN SMILES: O.[ClH:2].Cl.[O:4]1[CH2:9][CH2:8][N:7]([CH2:10][CH2:11][NH:12][CH2:13][C:14]2([C:18]3[CH:23]=[CH:22][C:21]([Cl:24])=[C:20]([Cl:25])[CH:19]=3)[CH2:17][CH2:16][CH2:15]2)[CH2:6][CH2:5]1.[CH2:26]=O.[OH-].[Na+]>C(O)=O>[ClH:24].[ClH:2].[CH3:26][N:12]([CH2:13][C:14]1([C:18]2[CH:23]=[CH:22][C:21]([Cl:24])=[C:20]([Cl:25])[CH:19]=2)[CH2:15][CH2:16][CH2:17]1)[CH2:11][CH2:10][N:7]1[CH2:6][CH2:5][O:4][CH2:9][CH2:8]1 |f:0.1.2.3,5.6,8.9.10|. Procedure: The product of Example 74 in the form of its free base (0.55 g) 98% formic acid (4 ml) and 37-40% aqueous formaldehyde were heated at 70°-80° C. for four hours. The reaction mixture was cooled and basified with aqueous sodium hydroxide solution. The mixture was then extracted with ether and the ether extract washed and dried. Hydrogen chloride gas was passed through the extract to give N-methyl-N-(2-morpholinoethyl)-[1-(3,4-dichlorophenyl)cyclobutyl]methylamine dihydrochloride (m.p. 233°-235° C.... Starting materials: N1(CCNCCC1)C(=O)OC(C)(C)C (tert-Butyl 1,4-diazepane-1-carboxylate), BrC1=NC=CC=C1 (2-bromopyridine). Reaction conditions: temperature 150 celsius. Yields the product N1=C(C=CC=C1)N1CCN(CCC1)C(=O)OC(C)(C)C (tert-butyl 4-(2-pyridinyl)-1,4-diazepane-1-carboxylate). RXN SMILES: [N:1]1([C:8]([O:10][C:11]([CH3:14])([CH3:13])[CH3:12])=[O:9])[CH2:7][CH2:6][CH2:5][NH:4][CH2:3][CH2:2]1.Br[C:16]1[CH:21]=[CH:20][CH:19]=[CH:18][N:17]=1>>[N:17]1[CH:18]=[CH:19][CH:20]=[CH:21][C:16]=1[N:4]1[CH2:5][CH2:6][CH2:7][N:1]([C:8]([O:10][C:11]([CH3:14])([CH3:13])[CH3:12])=[O:9])[CH2:2][CH2:3]1. Procedure details: tert-Butyl 1,4-diazepane-1-carboxylate (5.0 g, 25.0 mmol) (Aldrich) and 2-bromopyridine (1.98 g, 12.50 mmol) (Aldrich) were combined in a sealed tube and heated at 150° C. for 12 hours. The mixture was purified by flash chromatography (5% MeOH/CH2Cl2) to provide the title compound. 1H NMR (CDCl3, 300 MHz) δ 1.48(m, 9H), 1.88–2.02(m, 2H), 3.20–3.48(m, 2H), 3.52–3.70(m, 4H), 3.72–3.83(m, 2H), 6.45–6.59(m, 2H), 7.47(m, 2H), 8.11–8.18(m, 1H); MS (DCI/NH3) m/z 278 (M+H)+. Reactants: CNc1ccc(Br)cc1[N+](=O)[O-], O=C(Cl)c1ccccc1, CCOC(C)=O, c1ccncc1. Yields the product CN(C(=O)c1ccccc1)c1ccc(Br)cc1[N+](=O)[O-]. Reaction SMILES: [Br:1][c:2]1[cH:3][c:4]([N+:10](=[O:11])[O-:12])[c:5]([NH:6][CH3:7])[cH:8][cH:9]1.[C:19]([c:20]1[cH:21][cH:22][cH:23][cH:24][cH:25]1)(=[O:26])[Cl:27].[CH3:28][CH2:29][O:30][C:31](=[O:32])[CH3:33].[cH:13]1[cH:14][cH:15][n:16][cH:17][cH:18]1>>[Br:1][c:2]1[cH:3][c:4]([N+:10](=[O:11])[O-:12])[c:5]([N:6]([CH3:7])[C:19]([c:20]2[cH:21][cH:22][cH:23][cH:24][cH:25]2)=[O:26])[cH:8][cH:9]1.